This data is from the Open Reaction Database (ORD), a public repository of structured organic reaction records. The task is: describe an organic reaction: reactants, conditions, products, and yield The reactants are CCCCC1CCC(CCO)CC1, O, BrP(Br)Br. Yields the product CCCCC1CCC(CCBr)CC1. Reaction SMILES: [CH2:1]([CH2:2][CH2:3][CH3:4])[CH:5]1[CH2:6][CH2:7][CH:8]([CH2:11][CH2:12][OH:13])[CH2:9][CH2:10]1.[OH2:18].[P:14]([Br:15])([Br:16])[Br:17]>>[CH2:1]([CH2:2][CH2:3][CH3:4])[CH:5]1[CH2:6][CH2:7][CH:8]([CH2:11][CH2:12][Br:15])[CH2:9][CH2:10]1. Reactants: C(CC)(=O)N1[C@H](C[C@H](CC1)OC(CC)=O)C1=C(C=C(C=C1)C(CCCCCC)(C)C)OCC1=CC=CC=C1 (N-propionyl-cis-2-[2-benzyloxy-4-(1,1-dimethylheptyl)phenyl]-4-propionyloxypiperidine), [H-].[Al+3].[Li+].[H-].[H-].[H-] (lithium aluminum hydride). The product is C(CC)N1[C@H](C[C@H](CC1)O)C1=C(C=C(C=C1)C(CCCCCC)(C)C)OCC1=CC=CC=C1 (N-Propyl-cis-2-[2-benzyloxy-4-(1,1-dimethylheptyl)phenyl]-4-piperidinol). Yield: 88.3%. As a reaction SMILES: [C:1]([N:5]1[CH2:10][CH2:9][C@H:8]([O:11]C(=O)CC)[CH2:7][C@@H:6]1[C:16]1[CH:21]=[CH:20][C:19]([C:22]([CH3:30])([CH3:29])[CH2:23][CH2:24][CH2:25][CH2:26][CH2:27][CH3:28])=[CH:18][C:17]=1[O:31][CH2:32][C:33]1[CH:38]=[CH:37][CH:36]=[CH:35][CH:34]=1)(=O)[CH2:2][CH3:3].[H-].[Al+3].[Li+].[H-].[H-].[H-]>>[CH2:1]([N:5]1[CH2:10][CH2:9][C@H:8]([OH:11])[CH2:7][C@@H:6]1[C:16]1[CH:21]=[CH:20][C:19]([C:22]([CH3:29])([CH3:30])[CH2:23][CH2:24][CH2:25][CH2:26][CH2:27][CH3:28])=[CH:18][C:17]=1[O:31][CH2:32][C:33]1[CH:34]=[CH:35][CH:36]=[CH:37][CH:38]=1)[CH2:2][CH3:3] |f:1.2.3.4.5.6|. Procedure details: Using the procedure of Example 5, 723 mg (1.46 mmole) of N-propionyl-cis-2-[2-benzyloxy-4-(1,1-dimethylheptyl)phenyl]-4-propionyloxypiperidine and 129 mg (3.40 mmole) of lithium aluminum hydride gives 582 mg (88%) of the title compound as an oil.